The task is: describe an organic reaction: reactants, conditions, products, and yield. This data is from the Open Reaction Database (ORD), a public repository of structured organic reaction records. The reactants are CON, O=Cc1ccn(-c2ncccc2Cl)n1, Cl, c1ccncc1. Yields the product CON=Cc1ccn(-c2ncccc2Cl)n1. Reaction SMILES: [CH3:16][O:17][NH2:18].[Cl:1][c:2]1[c:3](-[n:8]2[n:9][c:10]([CH:13]=[O:14])[cH:11][cH:12]2)[n:4][cH:5][cH:6][cH:7]1.[ClH:15].[cH:19]1[cH:20][cH:21][n:22][cH:23][cH:24]1>>[Cl:1][c:2]1[c:3](-[n:8]2[n:9][c:10]([CH:13]=[N:18][O:17][CH3:16])[cH:11][cH:12]2)[n:4][cH:5][cH:6][cH:7]1. The reactants are CC[C@@]12CCCN3[C@@H]1C4=C(C=5C=CC=CC5N4[C@](C2)(C(=O)OC)O)CC3.CS(=O)(=O)[O-] (vincamine methanesulfonate). Run in O (water). Product: CC[C@@]12CCCN3[C@@H]1C4=C(C=5C=CC=CC5N4[C@](C2)(C(=O)OC)O)CC3 (vincamine). The yield is 462.9%. RXN SMILES: [CH3:1][CH2:2][C@:3]12[CH2:19][C@:18]([OH:24])([C:20]([O:22][CH3:23])=[O:21])[N:17]3[C:9]4=[C:10]([CH2:25][CH2:26][N:7]([C@@H:8]14)[CH2:6][CH2:5][CH2:4]2)[C:11]1[CH:12]=[CH:13][CH:14]=[CH:15][C:16]=13.CS([O-])(=O)=O>O>[CH3:1][CH2:2][C@:3]12[CH2:19][C@:18]([OH:24])([C:20]([O:22][CH3:23])=[O:21])[N:17]3[C:9]4=[C:10]([CH2:25][CH2:26][N:7]([C@@H:8]14)[CH2:6][CH2:5][CH2:4]2)[C:11]1[CH:12]=[CH:13][CH:14]=[CH:15][C:16]=13 |f:0.1|. Procedure details: 100 g of vincamine methanesulfonate are dissolved in 1 liter of deionised water. Then 365 g of the activated resin obtained in accordance with the above particulars are slowly dispersed in this solution. The mixture is then stirred at 40° C. until all the active ingredient is bound on the resin. The residual concentration of the vincamine salt in the solution is kept under observation by UV spctrophotometry. The vincamine resinate is collected by filtration and dried to constant weight in vacuo ...